The task is: describe an organic reaction: reactants, conditions, products, and yield. This data is from the Open Reaction Database (ORD), a public repository of structured organic reaction records. Reactants: atmosphere, BrC=1C=CC(=NC1)OCC (5-bromo-2-ethoxy-pyridine), C(C)(C)(C)OC(=O)N1CCC(=CC1)B1OC(C(O1)(C)C)(C)C (4-(4,4,5,5-tetramethyl-[1,3,2]dioxaborolan-2-yl)-3,6-dihydro-2H-pyridine-1-carboxylic acid tert-butyl ester), PdCl2(dppf)xCH2Cl2, C(=O)([O-])[O-].[Cs+].[Cs+] (Cs2CO3). Solvent: CN(C)C=O (DMF), O (H2O). Conditions: temperature 80 celsius, time 12 hour. The product is C(C)(C)(C)OC(=O)N1CCC(=CC1)C=1C=NC(=CC1)OCC (6-Ethoxy-3′,6′-dihydro-2′H-[3,4′]bipyridinyl-1′-carboxylic acid tert-butyl ester). Reaction SMILES: Br[C:2]1[CH:3]=[CH:4][C:5]([O:8][CH2:9][CH3:10])=[N:6][CH:7]=1.[C:11]([O:15][C:16]([N:18]1[CH2:23][CH:22]=[C:21](B2OC(C)(C)C(C)(C)O2)[CH2:20][CH2:19]1)=[O:17])([CH3:14])([CH3:13])[CH3:12].C([O-])([O-])=O.[Cs+].[Cs+]>CN(C=O)C.O>[C:11]([O:15][C:16]([N:18]1[CH2:19][CH:20]=[C:21]([C:2]2[CH:7]=[N:6][C:5]([O:8][CH2:9][CH3:10])=[CH:4][CH:3]=2)[CH2:22][CH2:23]1)=[O:17])([CH3:14])([CH3:12])[CH3:13] |f:2.3.4|. Procedure: Under inert gas atmosphere 5.00 g (23.3 mmol) 5-bromo-2-ethoxy-pyridine are added to a mixture of 7.19 g (23.3 mmol) 4-(4,4,5,5-tetramethyl-[1,3,2]dioxaborolan-2-yl)-3,6-dihydro-2H-pyridine-1-carboxylic acid tert-butyl ester, 95 mg (1.2 mmol) PdCl2(dppf)xCH2Cl2 and 15.2 g (46.5 mol) Cs2CO3 in 50 mL DMF and 10 mL H2O. The mixture is stirred for 12 h at 80° C. After that time, the solvent is evaporated, the residue taken up in DCM and washed with brine. After drying over sodium sulphate, the solve... The reactants are CC1=C(N=C(O1)C1=CC=CC=C1)CC(=O)OC (methyl 2-(5-methyl-2-phenyl-4-oxazolyl)acetate), O.C(CC(O)(C(=O)O)CC(=O)O)(=O)O (citric acid monohydrate), [H-].C(C(C)C)[Al+]CC(C)C (diisobutyl aluminiumhydride). Solvent: C1(=CC=CC=C1)C (toluene), O (water), C1(=CC=CC=C1)C (toluene). Product: CC1=C(N=C(O1)C1=CC=CC=C1)CCO (2-(5-Methyl-2-phenyl-4-oxazolyl)ethanol). The yield is 118.4%. Reaction SMILES: [CH3:1][C:2]1[O:6][C:5]([C:7]2[CH:12]=[CH:11][CH:10]=[CH:9][CH:8]=2)=[N:4][C:3]=1[CH2:13][C:14](OC)=[O:15].[H-].C([Al+]CC(C)C)C(C)C.O.C(O)(=O)CC(CC(O)=O)(C(O)=O)O>C1(C)C=CC=CC=1.O>[CH3:1][C:2]1[O:6][C:5]([C:7]2[CH:12]=[CH:11][CH:10]=[CH:9][CH:8]=2)=[N:4][C:3]=1[CH2:13][CH2:14][OH:15] |f:1.2,3.4|. Procedure: A 750-ml 4-necked flask equipped with a mechanical stirrer, a thermometer, a dropping funnel and an argon inlet, cooled with a CO2/acetone bath, was charged with a solution of 49.15 g of crude methyl 2-(5-methyl-2-phenyl-4-oxazolyl)acetate (ca. 0.16 mol) and 90 ml of toluene and stirred. 400 ml of diisobutyl aluminiumhydride 1.2 M in toluene were added under argon at ca. −20 to −25° C. during 60 min. After additional 15 min a solution of 191 g of citric acid monohydrate in 400 ml of deionized wa... Starting materials: BrC=1C(=C(C(=C(C1)C)F)OC=1C=C(C#N)C=C(C1)Cl)Cl (3-[(3-bromo-2-chloro-6-fluoro-5-methylphenyl)oxy]-5-chlorobenzonitrile), C1CC(=O)N(C1=O)Br (NBS), CC(C)(C#N)N=NC(C)(C)C#N (AIBN). Reaction conditions: temperature 80 celsius, time 8 hour. Product: BrC=1C(=C(C(=C(C1)CBr)F)OC=1C=C(C#N)C=C(C1)Cl)Cl (3-{[3-bromo-5-(bromomethyl)-2-chloro-6-fluorophenyl]oxy}-5-chlorobenzonitrile). Yield: 21.9%. RXN SMILES: [Br:1][C:2]1[C:3]([Cl:20])=[C:4]([O:10][C:11]2[CH:12]=[C:13]([CH:16]=[C:17]([Cl:19])[CH:18]=2)[C:14]#[N:15])[C:5]([F:9])=[C:6]([CH3:8])[CH:7]=1.C1C(=O)N([Br:28])C(=O)C1.CC(N=NC(C#N)(C)C)(C#N)C>>[Br:1][C:2]1[C:3]([Cl:20])=[C:4]([O:10][C:11]2[CH:12]=[C:13]([CH:16]=[C:17]([Cl:19])[CH:18]=2)[C:14]#[N:15])[C:5]([F:9])=[C:6]([CH2:8][Br:28])[CH:7]=1. Procedure details: To a solution of 3-[(3-bromo-2-chloro-6-fluoro-5-methylphenyl)oxy]-5-chlorobenzonitrile (2.74 g, 7.31 mmol) and NBS (1.300 g, 7.31 mmol) in carbon tertrachloride (200 ml) was added AIBN (0.060 g, 0.365 mmol) and the reaction mixture was stirred at 80° C. overnight. The solvent was removed and the crude material was purified via silica gel chromatography to give the title compound 3-{[3-bromo-5-(bromomethyl)-2-chloro-6-fluorophenyl]oxy}-5-chlorobenzonitrile (1.04 g, 1.604 mmol, 22% yield). 1H NMR...